describe an organic reaction: reactants, conditions, products, and yield From a dataset of the Open Reaction Database (ORD), a public repository of structured organic reaction records. The reactants are CS(=O)(=O)Cl (Methanesulfonyl chloride), C(C)(C)N(C(C)C)CC (N,N-Diisopropylethylamine), FC1=C(C=CC=C1)C1=C(CCC1)CO ([2-(2-fluorophenyl)cyclopent-1-enyl]methanol), O (Water), Example 3-(3). Run in ClCCl (dichloromethane). Conditions: time 8 hour. Yields the product ClCC1=C(CCC1)C1=C(C=CC=C1)F (1-(2-chloromethylcyclopent-1-enyl)-2-fluorobenzene). RXN SMILES: C(N(CC)C(C)C)(C)C.[F:10][C:11]1[CH:16]=[CH:15][CH:14]=[CH:13][C:12]=1[C:17]1[CH2:21][CH2:20][CH2:19][C:18]=1[CH2:22]O.CS([Cl:28])(=O)=O.O>ClCCl>[Cl:28][CH2:22][C:18]1[CH2:19][CH2:20][CH2:21][C:17]=1[C:12]1[CH:13]=[CH:14][CH:15]=[CH:16][C:11]=1[F:10]. Procedure details: N,N-Diisopropylethylamine (17.2 mL) was added to a solution of [2-(2-fluorophenyl)cyclopent-1-enyl]methanol obtained in Preparation Example 3-(3) (6.50 g) in dichloromethane (300 mL) in an ice bath. Methanesulfonyl chloride (2.88 mL) was added to the reaction solution at the same temperature. Then, the reaction solution was warmed to room temperature and stirred overnight. Water was added to the reaction mixture, followed by extraction with chloroform. The organic layer was dried over anhydrous ... Yield: 76.1%. The reagents and catalysts are [Pd] (palladium on charcoal). Procedure: A solution of ethyl 3-hydroxy-4-nitrophenylacetate (5.0 g, Reference Example 4) was dissolved in ethanol (approximately 200 mL) was treated with ammonium formate (approximately 20 g). The mixture was warmed to 50° C. and then treated cautiously with palladium on charcoal (approximately 1 g, 5%)—effervescence was observed. After 30 minutes the mixture was filtered hot through a pad of celite and the filtrate was concentrated to give the title compound (3.3 g) as a black solid. The solvent is C(C)O (ethanol). Reaction conditions: temperature 50 celsius. Reaction SMILES: [OH:1][C:2]1[CH:3]=[C:4]([CH2:11][C:12]([O:14][CH2:15][CH3:16])=[O:13])[CH:5]=[CH:6][C:7]=1[N+:8]([O-])=O.C([O-])=O.[NH4+]>C(O)C.[Pd]>[NH2:8][C:7]1[CH:6]=[CH:5][C:4]([CH2:11][C:12]([O:14][CH2:15][CH3:16])=[O:13])=[CH:3][C:2]=1[OH:1] |f:1.2|. Product: NC1=C(C=C(C=C1)CC(=O)OCC)O (Ethyl 4-amino-3-hydroxy-phenylacetate). The reactants are OC=1C=C(C=CC1[N+](=O)[O-])CC(=O)OCC (ethyl 3-hydroxy-4-nitrophenylacetate), C(=O)[O-].[NH4+] (ammonium formate). Reactants: C1CCOC1, CCCCC1(F)CNC(C(=O)OC)C1, [Li+], [OH-], O, O. Yields the product CCCCC1(F)CNC(C(=O)O)C1. As a reaction SMILES: [CH2:18]1[O:19][CH2:20][CH2:21][CH2:22]1.[CH3:1][O:2][C:3]([CH:4]1[NH:5][CH2:6][C:7]([CH2:9][CH2:10][CH2:11][CH3:12])([F:13])[CH2:8]1)=[O:14].[Li+:17].[OH-:16].[OH2:15].[OH2:23]>>[O:2]=[C:3]([CH:4]1[NH:5][CH2:6][C:7]([CH2:9][CH2:10][CH2:11][CH3:12])([F:13])[CH2:8]1)[OH:14].